The task is: describe an organic reaction: reactants, conditions, products, and yield. This data is from the Open Reaction Database (ORD), a public repository of structured organic reaction records. The product is NCCCC=1C(=NC(N([C@H]2[C@H](O)[C@H](O)[C@@H](CO)O2)C1)=O)N (5-(3-aminopropyl)cytidine). Reaction conditions: time 2.5 hour. Solvent: O (H2O), O (H2O). Starting materials: crude product, resin, FC(C(=O)NCCCC=1C(=NC(N([C@H]2[C@H](O)[C@H](O)[C@@H](CO)O2)C1)=O)N)(F)F (5-[3-(trifluoroacetamido)propyl]cytidine), [OH-].[NH4+] (ammonium hydroxide). Yield: 97.6%. Reaction SMILES: FC(F)(F)C([NH:5][CH2:6][CH2:7][CH2:8][C:9]1[C:10]([NH2:25])=[N:11][C:12](=[O:24])[N:13]([CH:23]=1)[C@@H:14]1[O:22][C@H:19]([CH2:20][OH:21])[C@@H:17]([OH:18])[C@H:15]1[OH:16])=O.[OH-].[NH4+]>O>[NH2:5][CH2:6][CH2:7][CH2:8][C:9]1[C:10]([NH2:25])=[N:11][C:12](=[O:24])[N:13]([CH:23]=1)[C@@H:14]1[O:22][C@H:19]([CH2:20][OH:21])[C@@H:17]([OH:18])[C@H:15]1[OH:16] |f:1.2|. Reported procedure: 5-[3-(trifluoroacetamido)propyl]cytidine (0.69 g, 1.74 mmol) was dissolved in DI H2O (8.5 mL). After complete dissolution, concentrated ammonium hydroxide (NH4OH) (8.5 mL) was added to the reaction mixture. The reaction solution was stirred at ambient temperature for 2-3 h and then concentrated under reduced pressure giving the crude product as yellow-orange residue. The crude product was dissolved in deionized H2O (10 mL) and AG50W-X8 resin (2.5 g) was added to the solution. The suspension was ... Reactants: C#Cc1ncn2c1CN(C)C(=O)c1cc(F)ccc1-2, CN(C)P(=O)(N(C)C)N(C)C, CC(C)=O, CCCCCC, [Li]CCCC, C1CCOC1, O. The product is CN1Cc2c(C#CC(C)(C)O)ncn2-c2ccc(F)cc2C1=O. RXN SMILES: [C:1](#[CH:2])[c:3]1[n:4][cH:5][n:6]2[c:7]1[CH2:8][N:9]([CH3:19])[C:10](=[O:18])[c:11]1[c:12]-2[cH:13][cH:14][c:15]([F:17])[cH:16]1.[CH3:25][N:26]([CH3:27])[P:28](=[O:29])([N:30]([CH3:31])[CH3:32])[N:33]([CH3:34])[CH3:35].[CH3:36][C:37]([CH3:38])=[O:39].[CH3:45][CH2:46][CH2:47][CH2:48][CH2:49][CH3:50].[Li:20][CH2:21][CH2:22][CH2:23][CH3:24].[O:40]1[CH2:41][CH2:42][CH2:43][CH2:44]1.[OH2:51]>>[C:1](#[C:2][C:37]([CH3:36])([CH3:38])[OH:39])[c:3]1[n:4][cH:5][n:6]2[c:7]1[CH2:8][N:9]([CH3:19])[C:10](=[O:18])[c:11]1[c:12]-2[cH:13][cH:14][c:15]([F:17])[cH:16]1. Starting materials: Cc1ccccc1, COC(=O)Cc1ccnc(C)c1, CCO, Cl, O=S(=O)(O)O. The product is CCOC(=O)Cc1ccnc(C)c1. RXN SMILES: [CH3:18][c:19]1[cH:20][cH:21][cH:22][cH:23][cH:24]1.[CH3:1][O:2][C:3]([CH2:4][c:5]1[cH:6][c:7]([CH3:11])[n:8][cH:9][cH:10]1)=[O:12].[CH3:26][CH2:27][OH:28].[ClH:25].[S:13](=[O:14])(=[O:15])([OH:16])[OH:17]>>[CH2:1]([O:2][C:3]([CH2:4][c:5]1[cH:6][c:7]([CH3:11])[n:8][cH:9][cH:10]1)=[O:12])[CH3:18].